From a dataset of the Open Reaction Database (ORD), a public repository of structured organic reaction records. describe an organic reaction: reactants, conditions, products, and yield Starting materials: C(C1=CC=CC=C1)OC1=C(C=C(C=C1)C(\C=C\C1=C(N=C(S1)C1=CC=C(C=C1)C(F)(F)F)C)=O)C ((2E)-1-[4-(benzyloxy)-3-methylphenyl]-3-{4-methyl-2-[4-(trifluoromethyl)phenyl]-1,3-thiazol-5-yl}prop-2-en-1-one), C(C1=CC=CC=C1)OC1=C(C=C(C=C1)C(\C=C\C1=C(N=C(S1)C1=CC=C(C=C1)C(F)(F)F)C)=O)C ((2E)-1-[4-(benzyloxy)-3-methylphenyl]-3-{4-methyl-2-[4-(trifluoromethyl)phenyl]-1,3-thiazol-5-yl}prop-2-en-1-one). Reagents/catalysts: [OH-].[Pd+2].[OH-] (palladium hydroxide). The solvent is C(C)O (ethanol), O1CCOCC1 (1,4-dioxane). The product is OC1=C(C=C(C=C1)C(CCC1=C(N=C(S1)C1=CC=C(C=C1)C(F)(F)F)C)=O)C (1-(4-hydroxy-3-methylphenyl)-3-{4-methyl-2-[4-(trifluoromethyl)phenyl]-1,3-thiazol-5-yl}propan-1-one). RXN SMILES: C([O:8][C:9]1[CH:14]=[CH:13][C:12]([C:15](=[O:34])/[CH:16]=[CH:17]/[C:18]2[S:22][C:21]([C:23]3[CH:28]=[CH:27][C:26]([C:29]([F:32])([F:31])[F:30])=[CH:25][CH:24]=3)=[N:20][C:19]=2[CH3:33])=[CH:11][C:10]=1[CH3:35])C1C=CC=CC=1>C(O)C.O1CCOCC1.[OH-].[Pd+2].[OH-]>[OH:8][C:9]1[CH:14]=[CH:13][C:12]([C:15](=[O:34])[CH2:16][CH2:17][C:18]2[S:22][C:21]([C:23]3[CH:28]=[CH:27][C:26]([C:29]([F:32])([F:31])[F:30])=[CH:25][CH:24]=3)=[N:20][C:19]=2[CH3:33])=[CH:11][C:10]=1[CH3:35] |f:3.4.5|. Reported procedure: To a solution of (2E)-1-[4-(benzyloxy)-3-methylphenyl]-3-{4-methyl-2-[4-(trifluoromethyl)phenyl]-1,3-thiazol-5-yl}prop-2-en-1-one (intermediate 9, 0.77 g) in ethanol (30 ml) and 1,4-dioxane (10 ml) was added to 20% palladium hydroxide (0.31 g) and hydrogenated at 21° C. for 18 hours. The reaction was filtered through Celite and the filtrate evaporated to give material which was further purified by flash column chromatography using cyclohexane:ethyl acetate (3:1) as eluent to give the title compo... Reactants: [BH3-]C#N, CC(=O)[O-], CO, [NH4+], [Na+], O=C1CC2CC2(c2cccc3ccccc23)C1. Product: NC1CC2CC2(c2cccc3ccccc23)C1. Reaction SMILES: [C:23](#[N:24])[BH3-:25].[CH3:19][C:20](=[O:21])[O-:22].[CH3:27][OH:28].[NH4+:18].[Na+:26].[c:1]1([C:11]23[CH2:12][C:13](=[O:17])[CH2:14][CH:15]2[CH2:16]3)[cH:2][cH:3][cH:4][c:5]2[cH:6][cH:7][cH:8][cH:9][c:10]12>>[c:1]1([C:11]23[CH2:12][CH:13]([NH2:24])[CH2:14][CH:15]2[CH2:16]3)[cH:2][cH:3][cH:4][c:5]2[cH:6][cH:7][cH:8][cH:9][c:10]12. Reactants: C(CCCCCCCCCCC)(=O)NC1=CC=C(C(=O)C(C(=O)NC2=C(C=CC=C2)Cl)(C2=NN=NN2C2=CC=C(C=C2)O)S)C=C1 (2-(p-lauroylaminobenzoyl)-2-(1-p-hydroxy-phenyltetrazole-5-yl)-mercapto-(o-chloro)-acetanilide), C(CCCCCCCCCCC)(=O)NC1=CC=C(C(=O)C(C(=O)NC2=C(C=CC=C2)Cl)(C2=NN=NN2C2=CC=C(C=C2)O)S)C=C1 (2-(p-lauroylaminobenzoyl)-2-(1-p-hydroxy-phenyltetrazole-5-yl)-mercapto-(o-chloro)-acetanilide), Na-salt, OC1=CC=C(C=C1)N1N=NN=C1S (1-(p-hydroxyphenyl)-5-mercaptotetrazole), 2-chloro-2-(p-lauroylamino)-benzoyl-(o-chloro)-acetanilide, S(=O)(=O)(Cl)Cl (sulfurylchloride). The solvent is C(C)O (ethanol). The product is ClC1=C(C(=O)CC(=O)NC2=CC=CC=C2)C=CC=C1 (2-chlorobenzoylacetanilide). As a reaction SMILES: C(N[C:15]1[CH:46]=[CH:45][C:18]([C:19]([C:21](S)(C2N(C3C=CC(O)=CC=3)N=NN=2)[C:22]([NH:24][C:25]2[CH:30]=[CH:29][CH:28]=[CH:27][C:26]=2Cl)=[O:23])=[O:20])=[CH:17][CH:16]=1)(=O)CCCCCCCCCCC.OC1C=CC(N2C(S)=NN=N2)=CC=1.S(Cl)([Cl:63])(=O)=O>C(O)C>[Cl:63][C:45]1[CH:46]=[CH:15][CH:16]=[CH:17][C:18]=1[C:19]([CH2:21][C:22]([NH:24][C:25]1[CH:30]=[CH:29][CH:28]=[CH:27][CH:26]=1)=[O:23])=[O:20]. Procedure: 2-(p-lauroylaminobenzoyl)-2-(1-p-hydroxy-phenyltetrazole-5-yl)-mercapto-(o-chloro)-acetanilide (Compound 2) Analogously to Synthesis Example 1, 4.32 g. (0.02 mol) Na-salt of 1-(p-hydroxyphenyl)-5-mercaptotetrazole are reacted with 10.12 g (0.02 mol) 2-chloro-2-(p-lauroylamino)-benzoyl-(o-chloro)-acetanilide. An an intermediate product the respective 2-chlorobenzoylacetanilide was prepared according to the method "chlorination with sulfurylchloride in methylene" analogously to Synthesis Example 2... The reactants are CCCCSCCCC, Cc1ccc(I)cc1. The product is CCCCSc1ccc(C)cc1. As a reaction SMILES: [CH2:9]([CH2:10][CH2:11][CH3:12])[S:13][CH2:14][CH2:15][CH2:16][CH3:17].[I:1][c:2]1[cH:3][cH:4][c:5]([CH3:8])[cH:6][cH:7]1>>[c:2]1([S:13][CH2:9][CH2:10][CH2:11][CH3:12])[cH:3][cH:4][c:5]([CH3:8])[cH:6][cH:7]1. The reactants are hydrated ether, [Li] (lithium), [Li] (lithium), N (ammonia), C(C#C)O (Propargyl alcohol), ferric nitrate nonahydrate, C(CCCC)Br (n-pentyl bromide). Solvent: O (water). Conditions: time 1 hour. Yields the product C(C#CCCCCC)O (2-octyne-1-ol). Yield: 57.5%. RXN SMILES: [Li].N.[CH2:3]([OH:6])[C:4]#[CH:5].[CH2:7](Br)[CH2:8][CH2:9][CH2:10][CH3:11]>O>[CH2:3]([OH:6])[C:4]#[C:5][CH2:7][CH2:8][CH2:9][CH2:10][CH3:11] |^1:0|. Procedure: Under argon atmosphere, a piece of lithium was added to a liquid ammonia (250 ml) in a three neck distillation flask. After the reaction mixture had became dark blue, a catalytic amount of ferric nitrate nonahydrate was added thereto under argon atmosphere. A piece of lithium (2.75 g, 396 mmol) was successively added over 30 min. and the mixture was stirred for one hour. Propargyl alcohol (8.16 g, 146 mmol) was then added and the mixture was stirred for 30 min. Further, n-pentyl bromide (20 g, 1... Reactants: CC(C)(CCS(=O)(=O)CCOCCOCCOCCOC)NC(OCC1=CC=CC=C1)=O (benzyl 2-methyl-4-(2-(2-(2-(2-methoxyethoxy)ethoxy)ethoxy)ethylsulfonyl)butan-2-ylcarbamate). Solvent: CO (methanol). Reaction conditions: time 5 hour. Product: CC(C)(CCS(=O)(=O)CCOCCOCCOCCOC)N (2-Methyl-4-(2-(2-(2-(2-methoxyethoxy)ethoxy)ethoxy)ethylsulfonyl)butan-2-amine). As a reaction SMILES: [CH3:1][C:2]([NH:22]C(=O)OCC1C=CC=CC=1)([CH2:4][CH2:5][S:6]([CH2:9][CH2:10][O:11][CH2:12][CH2:13][O:14][CH2:15][CH2:16][O:17][CH2:18][CH2:19][O:20][CH3:21])(=[O:8])=[O:7])[CH3:3]>CO>[CH3:3][C:2]([NH2:22])([CH2:4][CH2:5][S:6]([CH2:9][CH2:10][O:11][CH2:12][CH2:13][O:14][CH2:15][CH2:16][O:17][CH2:18][CH2:19][O:20][CH3:21])(=[O:8])=[O:7])[CH3:1]. Procedure details: A solution of benzyl 2-methyl-4-(2-(2-(2-(2-methoxyethoxy)ethoxy)ethoxy)ethylsulfonyl)butan-2-ylcarbamate (6.07 g, 12.8 mmol) was dissolved in methanol (150 ml) was purged with N2. 10% palladium on carbon (890 mg) was added, and the suspension was put under a H2 (1.3 atmospheres) atmosphere. The suspension was stirred for 5 hours, filtered through Celite, and the solution concentrated in vacuo. The material was used without further purification. LRMS (ESI/APCI): 342 [M+H]+. Reactants: CCOC(=O)CC(N=[N+]=[N-])P(=O)(OCC)c1ccccn1, CCOC(=O)CC(N)P(=O)(OCC)c1ccccn1, CCOC(C)=O, CC#N, NC(CC(=O)O)P(=O)(O)c1ccccn1, O. The product is CCOC(=O)CC(O)P(=O)(OCC)c1ccccn1. As a reaction SMILES: [CH2:1]([CH3:2])[O:3][C:4]([CH2:5][CH:6]([P:7](=[O:8])([c:9]1[n:10][cH:11][cH:12][cH:13][cH:14]1)[O:15][CH2:16][CH3:17])[N:18]=[N+:19]=[N-:20])=[O:21].[CH2:22]([O:24][C:23](=[O:25])[CH2:26][CH:27]([NH2:28])[P:29]([O:30][CH2:31][CH3:32])([c:33]1[cH:34][cH:35][cH:36][cH:37][n:38]1)=[O:39])[CH3:40].[CH3:41][CH2:42][O:43][C:44](=[O:45])[CH3:46].[CH3:62][C:63]#[N:64].[NH2:47][CH:48]([CH2:49][C:50]([OH:51])=[O:52])[P:53]([OH:54])([c:55]1[cH:56][cH:57][cH:58][cH:59][n:60]1)=[O:61].[OH2:65]>>[CH2:1]([CH3:2])[O:3][C:4]([CH2:5][CH:6]([P:7](=[O:8])([c:9]1[n:10][cH:11][cH:12][cH:13][cH:14]1)[O:15][CH2:16][CH3:17])[OH:24])=[O:21]. The reactants are CCCCP(CCCC)CCCC, C1CCOC1, O=C(Nc1ccc(S(=O)(=O)Nc2nccs2)cn1)C(CCO)N1CCc2c1ccc(F)c2Cl, O. Product: O=C1C(N2CCc3c2ccc(F)c3Cl)CCN1c1ccc(S(=O)(=O)Nc2nccs2)cn1. RXN SMILES: [CH2:1]([P:2]([CH2:3][CH2:4][CH2:5][CH3:6])[CH2:7][CH2:8][CH2:9][CH3:10])[CH2:11][CH2:12][CH3:13].[CH2:48]1[O:49][CH2:50][CH2:51][CH2:52]1.[Cl:14][c:15]1[c:16]2[c:20]([cH:21][cH:22][c:23]1[F:24])[N:19]([CH:25]([C:26](=[O:27])[NH:28][c:29]1[n:30][cH:31][c:32]([S:35]([NH:36][c:37]3[s:38][cH:39][cH:40][n:41]3)(=[O:42])=[O:43])[cH:33][cH:34]1)[CH2:44][CH2:45][OH:46])[CH2:18][CH2:17]2.[OH2:47]>>[Cl:14][c:15]1[c:16]2[c:20]([cH:21][cH:22][c:23]1[F:24])[N:19]([CH:25]1[C:26](=[O:27])[N:28]([c:29]3[n:30][cH:31][c:32]([S:35]([NH:36][c:37]4[s:38][cH:39][cH:40][n:41]4)(=[O:42])=[O:43])[cH:33][cH:34]3)[CH2:45][CH2:44]1)[CH2:18][CH2:17]2. The reactants are Cl (Hydrochloric acid), C(C)(C)(C)OC(=O)NC1(CC1)C(=O)O (1-(tert-butoxycarbonyl)aminocyclopropanecarboxylic acid), S(=O)(=O)(O)C1=CC=C(C)C=C1.C(C1=CC=CC=C1)OC([C@@H](N)CC(=O)OCC1=CC=CC=C1)=O (L-aspartic acid dibenzyl ester tosylate), CCN=C=NCCCN(C)C.Cl (WSC hydrochloride), ON1N=NC2=C1C=CC=C2 (1-hydroxybenzotriazole), C(C)(C)N(C(C)C)CC (N,N-diisopropylethylamine). The solvent is ClCCl (dichloromethane). Conditions: time 7 hour. Product: C(C1=CC=CC=C1)OC([C@@H](NC(=O)C1(CC1)NC(=O)OC(C)(C)C)CC(=O)OCC1=CC=CC=C1)=O (1-[(tert-butoxycarbonyl)amino]cyclopropanecarbonyl-L-aspartic acid dibenzyl ester). The yield is 93.7%. Reaction SMILES: [C:1]([O:5][C:6]([NH:8][C:9]1([C:12]([OH:14])=O)[CH2:11][CH2:10]1)=[O:7])([CH3:4])([CH3:3])[CH3:2].S(C1C=CC(C)=CC=1)(O)(=O)=O.[CH2:26]([O:33][C:34](=[O:48])[C@H:35]([CH2:37][C:38]([O:40][CH2:41][C:42]1[CH:47]=[CH:46][CH:45]=[CH:44][CH:43]=1)=[O:39])[NH2:36])[C:27]1[CH:32]=[CH:31][CH:30]=[CH:29][CH:28]=1.CCN=C=NCCCN(C)C.Cl.ON1C2C=CC=CC=2N=N1.C(N(CC)C(C)C)(C)C.Cl>ClCCl>[CH2:26]([O:33][C:34](=[O:48])[C@H:35]([CH2:37][C:38]([O:40][CH2:41][C:42]1[CH:43]=[CH:44][CH:45]=[CH:46][CH:47]=1)=[O:39])[NH:36][C:12]([C:9]1([NH:8][C:6]([O:5][C:1]([CH3:2])([CH3:3])[CH3:4])=[O:7])[CH2:10][CH2:11]1)=[O:14])[C:27]1[CH:28]=[CH:29][CH:30]=[CH:31][CH:32]=1 |f:1.2,3.4|. Procedure details: To a solution of 1-(tert-butoxycarbonyl)aminocyclopropanecarboxylic acid (257 mg, 1.28 mmol), L-aspartic acid dibenzyl ester tosylate (806 mg, 1.66 mmol), WSC hydrochloride (367 mg, 1.92 mmol), and 1-hydroxybenzotriazole (291 mg, 1.92 mmol) in dichloromethane (4.0 ml) was added N,N-diisopropylethylamine (1.30 mL, 7.66 mmol), and the mixture was stirred at room temperature for 7 hours. 1N Hydrochloric acid was added to the reaction mixture, the mixture was extracted 3 times with dichloromethane, ...